From a dataset of the Open Reaction Database (ORD), a public repository of structured organic reaction records. describe an organic reaction: reactants, conditions, products, and yield Reactants: CC1(C(C(C(CC1)(C)C)=O)=O)C (3,3,6,6,-tetramethyl-1,2-cyclohexanedione), C1(C(CCCC1)N)N (1,2-cyclohexanediamine), O (water). Run in C(C)(=O)O (acetic acid). Yields the product CC1(C=2N=C3CCCC(C3=NC2C(CC1)(C)C)=O)C (1,2,3,4,6,7,8,9-octahydro-6,6,9,9-tetramethylphenazin-1-one). As a reaction SMILES: [CH3:1][C:2]1([CH3:12])[CH2:7][CH2:6][C:5]([CH3:9])([CH3:8])[C:4](=O)[C:3]1=O.[CH:13]1([NH2:20])[CH2:18][CH2:17][CH2:16][CH2:15][CH:14]1[NH2:19].[OH2:21]>C(O)(=O)C>[CH3:1][C:2]1([CH3:12])[CH2:7][CH2:6][C:5]([CH3:9])([CH3:8])[C:4]2[N:20]=[C:13]3[C:14]([CH2:15][CH2:16][CH2:17][C:18]3=[O:21])=[N:19][C:3]1=2. Procedure: 20.0 g of 3,3,6,6,-tetramethyl-1,2-cyclohexanedione and 20 ml of 1,2-cyclohexanediamine were dissolved in 20 ml of acetic acid. The obtained solution was heated under reflux for 6 hours, cooled by allowing to stand, and poured into water, followed by the extraction with ethyl acetate. The organic phase was washed with a saturated aqueous solution of sodium hydrogencarbonate and a saturated aqueous solution of common salt, dried over anhydrous magnesium sulfate, and concentrated in a vacuum. The ...